This data is from the Open Reaction Database (ORD), a public repository of structured organic reaction records. The task is: describe an organic reaction: reactants, conditions, products, and yield Reactants: CCOC(=O)CP(=O)(OCC)OCC, CN(C)C=O, [H-], [Na+], O, Cc1oc(-c2ccccc2)nc1COc1ccc(COc2nn(-c3ccccc3)cc2C=O)cc1. Yields the product CCOC(=O)C=Cc1cn(-c2ccccc2)nc1OCc1ccc(OCc2nc(-c3ccccc3)oc2C)cc1. As a reaction SMILES: [CH2:36]([O:37][P:38]([O:39][CH2:40][CH3:41])(=[O:42])[CH2:44][C:45](=[O:46])[O:47][CH2:48][CH3:49])[CH3:43].[CH3:50][N:51]([CH3:52])[CH:53]=[O:54].[H-:55].[Na+:56].[OH2:57].[c:1]1(-[c:7]2[o:8][c:9]([CH3:35])[c:10]([CH2:12][O:13][c:14]3[cH:15][cH:16][c:17]([CH2:18][O:19][c:20]4[n:21][n:22](-[c:27]5[cH:28][cH:29][cH:30][cH:31][cH:32]5)[cH:23][c:24]4[CH:25]=[O:26])[cH:33][cH:34]3)[n:11]2)[cH:2][cH:3][cH:4][cH:5][cH:6]1>>[c:1]1(-[c:7]2[o:8][c:9]([CH3:35])[c:10]([CH2:12][O:13][c:14]3[cH:15][cH:16][c:17]([CH2:18][O:19][c:20]4[n:21][n:22](-[c:27]5[cH:28][cH:29][cH:30][cH:31][cH:32]5)[cH:23][c:24]4[CH:25]=[CH:44][C:45](=[O:46])[O:47][CH2:48][CH3:49])[cH:33][cH:34]3)[n:11]2)[cH:2][cH:3][cH:4][cH:5][cH:6]1. Reactants: O=C1C(C(CC(C1)=O)C1=CC=C(C=C1)C)C(=O)OCC (ethyl 2,4-dioxo-6-p-tolylcyclohexanecarboxylate), P(=O)(Cl)(Cl)Cl (phosphoryl chloride), CN(C=O)C (dimethylformamide), formula II, C(=O)([O-])[O-].[Na+].[Na+] (Na2CO3). The solvent is ClCCl (dichloromethane). Run at time 30 minute. Yields the product ClC1=CC(C(C(C1)C1=CC=C(C=C1)C)C(=O)OCC)=O (ethyl 4-chloro-2-oxo-6-p-tolyl-3-cyclohexenecarboxylate), formula IV. As a reaction SMILES: P(Cl)(Cl)([Cl:3])=O.CN(C)C=O.[O:11]=[C:12]1[CH2:17][C:16](=O)[CH2:15][CH:14]([C:19]2[CH:24]=[CH:23][C:22]([CH3:25])=[CH:21][CH:20]=2)[CH:13]1[C:26]([O:28][CH2:29][CH3:30])=[O:27].C([O-])([O-])=O.[Na+].[Na+]>ClCCl>[Cl:3][C:16]1[CH2:15][CH:14]([C:19]2[CH:24]=[CH:23][C:22]([CH3:25])=[CH:21][CH:20]=2)[CH:13]([C:26]([O:28][CH2:29][CH3:30])=[O:27])[C:12](=[O:11])[CH:17]=1 |f:3.4.5|. Procedure details: To a mixture of phosphoryl chloride (3.53 g.) and dimethylformamide (1.68 g.) at 0° C was added a cooled solution of ethyl 2,4-dioxo-6-p-tolylcyclohexanecarboxylate (6.2 g.) a dione of formula II prepared as in Example 1, in dichloromethane (60 ml.). After keeping at 0° C for 30 minutes the mixture was poured into excess 2N-Na2CO3 solution and extracted with ether. After washing the ether extracts with water and drying over magnesium sulphate, evaporation of the solvents gave crude ethyl 4-chlor...